This data is from the Open Reaction Database (ORD), a public repository of structured organic reaction records. The task is: describe an organic reaction: reactants, conditions, products, and yield Reactants: ClC1=C(C(=O)O)C=CC=N1 (2-chloronicotinic acid), C(C1=CC=CC=C1)NC1=CC=CC=C1 (N-benzylaniline), S(=O)(Cl)Cl (thionyl chloride), [S-]C#N.[NH4+] (ammonium thiocyanate). The solvent is CC(=O)C (acetone), CN(C)C=O (DMF), CC(=O)C (acetone). The product is C(C1=CC=CC=C1)N(C1=CC=CC=C1)C=1SC2=C(C(N1)=O)C=CC=N2 (2-(N-benzyl-N-phenylamino)-4H-pyrido[3,2-e]-1,3-thiazin-4-one). The yield is 73.4%. As a reaction SMILES: Cl[C:2]1[N:10]=[CH:9][CH:8]=[CH:7][C:3]=1[C:4]([OH:6])=O.S(Cl)(Cl)=O.[S-:15][C:16]#[N:17].[NH4+].[CH2:19]([NH:26][C:27]1[CH:32]=[CH:31][CH:30]=[CH:29][CH:28]=1)[C:20]1[CH:25]=[CH:24][CH:23]=[CH:22][CH:21]=1>CC(C)=O.CN(C=O)C>[CH2:19]([N:26]([C:16]1[S:15][C:2]2[N:10]=[CH:9][CH:8]=[CH:7][C:3]=2[C:4](=[O:6])[N:17]=1)[C:27]1[CH:32]=[CH:31][CH:30]=[CH:29][CH:28]=1)[C:20]1[CH:25]=[CH:24][CH:23]=[CH:22][CH:21]=1 |f:2.3|. Reported procedure: The reaction procedure of Example 57 was followed except that 1.757 g (11.2 mmol) of 2-chloronicotinic acid, 15 ml of thionyl chloride, two droplets of DMF, 891 mg of ammonium thiocyanate, 15 ml of acetone, 2.15 g of N-benzylaniline and 10 ml of acetone were used. The product was then recrystallized from ethanol to obtain 2.84 g of 2-(N-benzyl-N-phenylamino)-4H-pyrido[3,2-e]-1,3-thiazin-4-one. Reactants: N(CC(=O)O)C(=O)OCC1=CC=CC=C1 (Cbz-Gly-OH), C1CCC(CC1)N=C=NC2CCCCC2 (DCC), N[C@@H](CC(OC(C)(C)C)=O)C(=O)NCC(=O)O (H-Asp(OBut)-Gly-OH), C(=O)(O)[O-].[Na+] (NaHCO3), N(CC(=O)ON1C(=O)CCC1=O)C(=O)OCC1=CC=CC=C1 (Cbz-Gly-OSu). Solvent: C(Cl)Cl (CH2Cl2), C1CCOC1 (THF), O (water), C1CCOC1 (THF). Run at time 11 hour. The product is N(CC(=O)N[C@@H](CC(OC(C)(C)C)=O)C(=O)NCC(=O)O)C(=O)OCC1=CC=CC=C1 (Cbz-Gly-Asp(OBut)-Gly-OH). The yield is 92.8%. RXN SMILES: [NH:1]([C:6]([O:8][CH2:9][C:10]1[CH:15]=[CH:14][CH:13]=[CH:12][CH:11]=1)=[O:7])[CH2:2][C:3]([OH:5])=O.C1CCC(N=C=NC2CCCCC2)CC1.[NH2:31][C@H:32]([C:41]([NH:43][CH2:44][C:45]([OH:47])=[O:46])=[O:42])[CH2:33][C:34](=[O:40])[O:35][C:36]([CH3:39])([CH3:38])[CH3:37].C([O-])(O)=O.[Na+].N(C(OCC1C=CC=CC=1)=O)CC(ON1C(=O)CCC1=O)=O>C1COCC1.O.C(Cl)Cl>[NH:1]([C:6]([O:8][CH2:9][C:10]1[CH:15]=[CH:14][CH:13]=[CH:12][CH:11]=1)=[O:7])[CH2:2][C:3]([NH:31][C@H:32]([C:41]([NH:43][CH2:44][C:45]([OH:47])=[O:46])=[O:42])[CH2:33][C:34](=[O:40])[O:35][C:36]([CH3:37])([CH3:38])[CH3:39])=[O:5] |f:3.4|. Reported procedure: A mixture of Cbz-Gly-OH (6280 mg, 30 mmol), SuOH (3450 mg, 30 mmol) and DCC (6190 mg, 30 mmol) in dry THF (50 mL) was place d in refrigerator at 5° C. for 11 hours. The precipitated urea was filtered off and the filtrate was evaporated. The evaporated residue was triturated from CHCl3/hexanes and the N-hydroxysuccinimide ester was dried in vacuo (8140 mg, 89%). To a solution of H-Asp(OBut)-Gly-OH (2020 mg, 8.2 mmol) and NaHCO3 (1380 mg, 16.4 mmol) in water (40 mL) was added a solution of Cbz-Gly... The reactants are CC(C)(C)OC(=O)Nc1ccc(O)cc1, CS(C)=O, O=C(Nc1ccc(F)c([N+](=O)[O-])c1)c1ccccc1, [K+], [OH-], O. The product is CC(C)(C)OC(=O)Nc1ccc(Oc2ccc(NC(=O)c3ccccc3)cc2[N+](=O)[O-])cc1. RXN SMILES: [C:20](=[O:21])([O:22][C:23]([CH3:24])([CH3:25])[CH3:26])[NH:27][c:28]1[cH:29][cH:30][c:31]([OH:34])[cH:32][cH:33]1.[CH3:38][S:39]([CH3:40])=[O:41].[F:1][c:2]1[c:3]([N+:17](=[O:18])[O-:19])[cH:4][c:5]([NH:8][C:9]([c:10]2[cH:11][cH:12][cH:13][cH:14][cH:15]2)=[O:16])[cH:6][cH:7]1.[K+:36].[OH-:35].[OH2:37]>>[c:2]1([O:34][c:31]2[cH:30][cH:29][c:28]([NH:27][C:20](=[O:21])[O:22][C:23]([CH3:24])([CH3:25])[CH3:26])[cH:33][cH:32]2)[c:3]([N+:17](=[O:18])[O-:19])[cH:4][c:5]([NH:8][C:9]([c:10]2[cH:11][cH:12][cH:13][cH:14][cH:15]2)=[O:16])[cH:6][cH:7]1. Starting materials: [BH4-], ClCCl, COC(=O)c1ccc2sc(C)c(C(O)c3ccc(Cl)cc3Cl)c2c1, [Na+], [Na+], [OH-], O, O=C(O)C(F)(F)F. The product is COC(=O)c1ccc2sc(C)c(Cc3ccc(Cl)cc3Cl)c2c1. As a reaction SMILES: [BH4-:8].[CH2:36]([Cl:37])[Cl:38].[Cl:10][c:11]1[c:12]([CH:18]([c:19]2[c:20]3[c:21]([s:22][c:23]2[CH3:24])[cH:25][cH:26][c:27]([C:29](=[O:30])[O:31][CH3:32])[cH:28]3)[OH:33])[cH:13][cH:14][c:15]([Cl:17])[cH:16]1.[Na+:35].[Na+:9].[OH-:34].[OH2:39].[OH:1][C:2]([C:3]([F:4])([F:5])[F:6])=[O:7]>>[Cl:10][c:11]1[c:12]([CH2:18][c:19]2[c:20]3[c:21]([s:22][c:23]2[CH3:24])[cH:25][cH:26][c:27]([C:29](=[O:30])[O:31][CH3:32])[cH:28]3)[cH:13][cH:14][c:15]([Cl:17])[cH:16]1. The reactants are CCCCCCCCNCCCCCCCC, CC(=O)CC(C)C, COc1cc(C=CC(=O)NC2CCC(C)CC2)ccc1OCCCl. The product is CCCCCCCCN(CCCCCCCC)CCOc1ccc(C=CC(=O)NC2CCC(C)CC2)cc1OC. As a reaction SMILES: [CH2:25]([CH2:26][CH2:27][CH2:28][CH2:29][CH2:30][CH2:31][CH3:32])[NH:33][CH2:34][CH2:35][CH2:36][CH2:37][CH2:38][CH2:39][CH2:40][CH3:41].[CH2:42]([C:43]([CH3:44])=[O:45])[CH:46]([CH3:47])[CH3:48].[CH3:1][CH:2]1[CH2:3][CH2:4][CH:5]([NH:8][C:9]([CH:10]=[CH:11][c:12]2[cH:13][c:14]([O:22][CH3:23])[c:15]([O:18][CH2:19][CH2:20][Cl:21])[cH:16][cH:17]2)=[O:24])[CH2:6][CH2:7]1>>[CH3:1][CH:2]1[CH2:3][CH2:4][CH:5]([NH:8][C:9]([CH:10]=[CH:11][c:12]2[cH:13][c:14]([O:22][CH3:23])[c:15]([O:18][CH2:19][CH2:20][N:33]([CH2:25][CH2:26][CH2:27][CH2:28][CH2:29][CH2:30][CH2:31][CH3:32])[CH2:34][CH2:35][CH2:36][CH2:37][CH2:38][CH2:39][CH2:40][CH3:41])[cH:16][cH:17]2)=[O:24])[CH2:6][CH2:7]1. The yield is 50.9%. Procedure details: The Suzuki coupling of (+,−) Cis propane-2-sulfonic acid [2-(4-iodo-phenyl)-cyclopentyl]-amide (225 mg, 0.57 mmol, prepared in example 17) and 3,5-difluorophenylboronic acid (108 mg, 0.69 mmol) was accomplished in a manner analogous to the procedure described in example 27. The reaction was worked up in a manner analogous to example 3. Purification by silica chromatography using a Chromatotron® was achieved eluting with methylene chloride to afford 110 mg (51%) of the title compound as a colorle... Starting materials: IC1=CC=C(C=C1)[C@@H]1[C@@H](CCC1)NS(=O)(=O)C(C)C ((+,−) Cis propane-2-sulfonic acid [2-(4-iodo-phenyl)-cyclopentyl]-amide), FC=1C=C(C=C(C1)F)B(O)O (3,5-difluorophenylboronic acid). The product is FC=1C=C(C=C(C1)F)C1=CC=C(C=C1)[C@@H]1[C@@H](CCC1)NS(=O)(=O)C(C)C ((+,−) Cis Propane-2-sulfonic Acid [2-(3′,5′-difluoro-biphenyl-4-yl)-cyclopentyl]-amide). Reaction SMILES: I[C:2]1[CH:7]=[CH:6][C:5]([C@H:8]2[CH2:12][CH2:11][CH2:10][C@H:9]2[NH:13][S:14]([CH:17]([CH3:19])[CH3:18])(=[O:16])=[O:15])=[CH:4][CH:3]=1.[F:20][C:21]1[CH:22]=[C:23](B(O)O)[CH:24]=[C:25]([F:27])[CH:26]=1>>[F:20][C:21]1[CH:22]=[C:23]([C:2]2[CH:7]=[CH:6][C:5]([C@H:8]3[CH2:12][CH2:11][CH2:10][C@H:9]3[NH:13][S:14]([CH:17]([CH3:19])[CH3:18])(=[O:16])=[O:15])=[CH:4][CH:3]=2)[CH:24]=[C:25]([F:27])[CH:26]=1. Starting materials: C(CCC)C=1N(C(=C(N1)C(CC)(C)O)C#N)CC1=CC=C(C=C1)C1=C(C=CC=C1)C1=NN=NN1C(C1=CC=CC=C1)(C1=CC=CC=C1)C1=CC=CC=C1 (2-butyl-5-cyano-4-(1-hydroxy-1-methylpropyl)-1-{4-[2-(trityltetrazol-5-yl)phenyl]phenyl}methylimidazole). Solvent: C(C)(=O)O (acetic acid). Run at temperature 60 celsius, time 2 hour. The product is C(CCC)C=1N(C(=C(N1)C(CC)(C)O)C#N)CC1=CC=C(C=C1)C1=C(C=CC=C1)C1=NN=NN1 (2-Butyl-5-cyano-4-(1-hydroxy-1-methylpropyl)-1-{4-[2-(tetrazol-5-yl)phenyl]phenyl}methylimidazole). Isolated yield 99.6%. RXN SMILES: [CH2:1]([C:5]1[N:6]([CH2:17][C:18]2[CH:23]=[CH:22][C:21]([C:24]3[CH:29]=[CH:28][CH:27]=[CH:26][C:25]=3[C:30]3[N:34](C(C4C=CC=CC=4)(C4C=CC=CC=4)C4C=CC=CC=4)[N:33]=[N:32][N:31]=3)=[CH:20][CH:19]=2)[C:7]([C:15]#[N:16])=[C:8]([C:10]([OH:14])([CH3:13])[CH2:11][CH3:12])[N:9]=1)[CH2:2][CH2:3][CH3:4]>C(O)(=O)C>[CH2:1]([C:5]1[N:6]([CH2:17][C:18]2[CH:23]=[CH:22][C:21]([C:24]3[CH:29]=[CH:28][CH:27]=[CH:26][C:25]=3[C:30]3[NH:34][N:33]=[N:32][N:31]=3)=[CH:20][CH:19]=2)[C:7]([C:15]#[N:16])=[C:8]([C:10]([OH:14])([CH3:13])[CH2:11][CH3:12])[N:9]=1)[CH2:2][CH2:3][CH3:4]. Reported procedure: A mixture of 1.00 g of 2-butyl-5-cyano-4-(1-hydroxy-1-methylpropyl)-1-{4-[2-(trityltetrazol-5-yl)phenyl]phenyl}methylimidazole [prepared as described in step (a) above] and 25 ml of 20% v/v aqueous acetic acid was stirred at 60° C. for 2 hours, and then the solvent was removed by distillation under reduced pressure. The residual water and acetic acid were removed as a toluene azeotrope by distillation under reduced pressure, and the resulting residue was purified by column chromatography through...